From a dataset of the Open Reaction Database (ORD), a public repository of structured organic reaction records. describe an organic reaction: reactants, conditions, products, and yield Reactants: CCOC(=O)C(Cc1ccc(O)cc1)OCC, CC(=CCO)c1ccc(-c2cc(C(F)(F)F)cc(C(F)(F)F)c2)cc1. Product: CCOC(=O)C(Cc1ccc(OCC=C(C)c2ccc(-c3cc(C(F)(F)F)cc(C(F)(F)F)c3)cc2)cc1)OCC. RXN SMILES: [CH2:26]([CH3:27])[O:28][CH:29]([C:30](=[O:31])[O:32][CH2:33][CH3:34])[CH2:35][c:36]1[cH:37][cH:38][c:39]([OH:42])[cH:40][cH:41]1.[F:1][C:2]([c:3]1[cH:4][c:5](-[c:13]2[cH:14][cH:15][c:16]([C:19](=[CH:20][CH2:21][OH:22])[CH3:23])[cH:17][cH:18]2)[cH:6][c:7]([C:9]([F:10])([F:11])[F:12])[cH:8]1)([F:24])[F:25]>>[F:1][C:2]([c:3]1[cH:4][c:5](-[c:13]2[cH:14][cH:15][c:16]([C:19](=[CH:20][CH2:21][O:22][c:39]3[cH:38][cH:37][c:36]([CH2:35][CH:29]([O:28][CH2:26][CH3:27])[C:30](=[O:31])[O:32][CH2:33][CH3:34])[cH:41][cH:40]3)[CH3:23])[cH:17][cH:18]2)[cH:6][c:7]([C:9]([F:10])([F:11])[F:12])[cH:8]1)([F:24])[F:25]. Yields the product COc1ccc(-c2ccc(OC(F)(F)F)cc2)cc1. Reactants: FC(F)(F)Oc1ccc(Br)cc1, O=C([O-])[O-], COc1ccc(B2OC(C)(C)C(C)(C)O2)cc1, [K+], [K+], C1CCOC1, O. RXN SMILES: [Br:1][c:2]1[cH:3][cH:4][c:5]([O:8][C:9]([F:10])([F:11])[F:12])[cH:6][cH:7]1.[C:30](=[O:31])([O-:32])[O-:33].[CH3:13][O:14][c:15]1[cH:16][cH:17][c:18]([B:21]2[O:22][C:23]([CH3:24])([CH3:25])[C:26]([CH3:27])([CH3:28])[O:29]2)[cH:19][cH:20]1.[K+:34].[K+:35].[O:37]1[CH2:38][CH2:39][CH2:40][CH2:41]1.[OH2:36]>>[c:2]1(-[c:18]2[cH:17][cH:16][c:15]([O:14][CH3:13])[cH:20][cH:19]2)[cH:3][cH:4][c:5]([O:8][C:9]([F:10])([F:11])[F:12])[cH:6][cH:7]1. Starting materials: BrCc1ccccc1, CCO, [Na+], Sc1nnc(-c2ccc3c(c2)OCO3)o1, [OH-], O. Product: c1ccc(CSc2nnc(-c3ccc4c(c3)OCO4)o2)cc1. RXN SMILES: [CH2:1]([c:2]1[cH:3][cH:4][cH:5][cH:6][cH:7]1)[Br:8].[CH3:24][CH2:25][OH:26].[Na+:28].[O:9]1[CH2:10][O:11][c:12]2[c:13]1[cH:14][cH:15][c:16](-[c:18]1[n:19][n:20][c:21]([SH:23])[o:22]1)[cH:17]2.[OH-:27].[OH2:29]>>[CH2:1]([c:2]1[cH:3][cH:4][cH:5][cH:6][cH:7]1)[S:23][c:21]1[n:20][n:19][c:18](-[c:16]2[cH:15][cH:14][c:13]3[c:12]([cH:17]2)[O:11][CH2:10][O:9]3)[o:22]1. Starting materials: ClC1=CC=C2CC(NC2=C1)=O (6-chlorooxindole), COC(C(C)(C)OC1=NC=C(C=C1C=O)Cl)=O (2-(5-Chloro-3-formyl-pyridin-2-yloxy)-2-methyl-propionic acid methyl ester), N1CCCC1 (pyrrolidine). Run in CO (methanol). Reaction conditions: temperature 70 celsius. The product is COC(C(C)(C)OC1=NC=C(C=C1\C=C\1/C(NC2=CC(=CC=C12)Cl)=O)Cl)=O (Z-2-[5-chloro-3-(6-chloro-2-oxo-1,2-dihydro-indol-3-ylidenemethyl)-pyridin-2-yloxy]-2-methyl-propionic acid methyl ester). Isolated yield 78.9%. RXN SMILES: [Cl:1][C:2]1[CH:10]=[C:9]2[C:5]([CH2:6][C:7](=[O:11])[NH:8]2)=[CH:4][CH:3]=1.[CH3:12][O:13][C:14](=[O:28])[C:15]([O:18][C:19]1[C:24]([CH:25]=O)=[CH:23][C:22]([Cl:27])=[CH:21][N:20]=1)([CH3:17])[CH3:16].N1CCCC1>CO>[CH3:12][O:13][C:14](=[O:28])[C:15]([O:18][C:19]1[C:24](/[CH:25]=[C:6]2\[C:7](=[O:11])[NH:8][C:9]3[C:5]\2=[CH:4][CH:3]=[C:2]([Cl:1])[CH:10]=3)=[CH:23][C:22]([Cl:27])=[CH:21][N:20]=1)([CH3:17])[CH3:16]. Procedure details: To the mixture of 6-chlorooxindole (4.9 g, 29.3 mmol) and 2-(5-Chloro-3-formyl-pyridin-2-yloxy)-2-methyl-propionic acid methyl ester (7.2 g, 28 mmol) in methanol (50 mL) was added pyrrolidine (2.3 mL, 28 mmol) dropwise. The mixture was then heated at 70° C. for 1 h. After cooled to room temperature, the mixture was filtered and the precipitate was collected, dried to give title compound as a yellow solid (9 g). Starting materials: C(C=C)Br (Allyl bromide), FC=1C(NC(NC1)=O)=S (5-fluoro-4-thiouracil), [OH-].[Na+] (NaOH). Conditions: time 5 hour. Product: C(C=C)SC1=NC(NC=C1F)=O (4-Allylthio-5-fluoropyrimid-2-one). Isolated yield 40.0%. As a reaction SMILES: [CH2:1](Br)[CH:2]=[CH2:3].[F:5][C:6]1[C:7](=[S:13])[NH:8][C:9](=[O:12])[NH:10][CH:11]=1.[OH-].[Na+]>>[CH2:1]([S:13][C:7]1[C:6]([F:5])=[CH:11][NH:10][C:9](=[O:12])[N:8]=1)[CH:2]=[CH2:3] |f:2.3|. Procedure: Allyl bromide (0.013 mol) was added to a solution of 5-fluoro-4-thiouracil (0.01 mols), 8.73 mols NaOH (25 mls) and the reaction mixture stirred at room temperature for 5 hrs. The reaction mixture was then extracted with chloroform (2×5 ml), before the aqueous solution was acidified with HCl when the titled compound was precipitated; yield 40%, m.p. 150°-152° C. (water). (Found: C, 44.87; H, 3.84. Calc. for C7H7SFN2O; C, 45.15; H, 3.80). Starting materials: C(C1=CC=CC=C1)OC1=C(CCl)C=CC(=C1)OCC1=CC=CC=C1 (2,4-dibenzyloxybenzyl chloride), [C-]#N.[Na+] (sodium cyanide), O (water). Solvent: CS(=O)C (dimethyl sulfoxide). Run at temperature 20 celsius, time 2 hour. Product: C(C1=CC=CC=C1)OC1=C(C=CC(=C1)OCC1=CC=CC=C1)CC#N (2,4-dibenzyloxyphenylacetonitrile). Isolated yield 70.0%. RXN SMILES: [CH2:1]([O:8][C:9]1[CH:16]=[C:15]([O:17][CH2:18][C:19]2[CH:24]=[CH:23][CH:22]=[CH:21][CH:20]=2)[CH:14]=[CH:13][C:10]=1[CH2:11]Cl)[C:2]1[CH:7]=[CH:6][CH:5]=[CH:4][CH:3]=1.[C-:25]#[N:26].[Na+].O>CS(C)=O>[CH2:1]([O:8][C:9]1[CH:16]=[C:15]([O:17][CH2:18][C:19]2[CH:24]=[CH:23][CH:22]=[CH:21][CH:20]=2)[CH:14]=[CH:13][C:10]=1[CH2:11][C:25]#[N:26])[C:2]1[CH:7]=[CH:6][CH:5]=[CH:4][CH:3]=1 |f:1.2|. Reported procedure: The above obtained crude 2,4-dibenzyloxybenzyl chloride [VII] was dissolved in dimethyl sulfoxide (150 ml) and then thereto was added sodium cyanide (4 g), followed by stirring for 2 hours at room temperature (20° C.). The reaction mixture was added to water (1 liter) and extracted with dichloromethane (1 liter). The dichloromethane extract was concentrated under reduced pressure and the residue was purified by a silica gel column (inner diameter: 10 cm, length 50 cm; developer: dichloromethane-...